This data is from the Open Reaction Database (ORD), a public repository of structured organic reaction records. The task is: describe an organic reaction: reactants, conditions, products, and yield Starting materials: C(C)N1N=C(C=C1C(CC(C)C)O)C1=CC=C(C=C1)OC(F)(F)F (1-{1-ethyl-3-[4-(trifluoromethoxy)phenyl]-1H-pyrazol-5-yl}-3-methylbutan-1-ol), NC1=CC=C(C=C1)C(=O)N(CCC(=O)OCC)C (ethyl 3-{[(4-aminophenyl)carbonyl](methyl)amino}propanoate). Yields the product C(C)N1N=C(C=C1C(CC(C)C)NC1=CC=C(C=C1)C(=O)N(CCC(=O)O)C)C1=CC=C(C=C1)OC(F)(F)F (3-[({4-[(1-{1-ethyl-3-[4-(trifluoromethoxy)phenyl]-1H-pyrazol-5-yl}-3-methylbutyl)amino]phenyl}carbonyl)(methyl)amino]propanoic acid). Reported procedure: Using 1-{1-ethyl-3-[4-(trifluoromethoxy)phenyl]-1H-pyrazol-5-yl}-3-methylbutan-1-ol (0.39 g) synthesized above and ethyl 3-{[(4-aminophenyl)carbonyl](methyl)amino}propanoate (0.28 g) synthesized in Example 2(2) and in the same manner as in Example 1(7), the title object compound (0.02 g, 4%) was obtained as a white solid. Isolated yield 3.3%. As a reaction SMILES: [CH2:1]([N:3]1[C:7]([CH:8](O)[CH2:9][CH:10]([CH3:12])[CH3:11])=[CH:6][C:5]([C:14]2[CH:19]=[CH:18][C:17]([O:20][C:21]([F:24])([F:23])[F:22])=[CH:16][CH:15]=2)=[N:4]1)[CH3:2].[NH2:25][C:26]1[CH:31]=[CH:30][C:29]([C:32]([N:34]([CH3:42])[CH2:35][CH2:36][C:37]([O:39]CC)=[O:38])=[O:33])=[CH:28][CH:27]=1>>[CH2:1]([N:3]1[C:7]([CH:8]([NH:25][C:26]2[CH:27]=[CH:28][C:29]([C:32]([N:34]([CH3:42])[CH2:35][CH2:36][C:37]([OH:39])=[O:38])=[O:33])=[CH:30][CH:31]=2)[CH2:9][CH:10]([CH3:12])[CH3:11])=[CH:6][C:5]([C:14]2[CH:19]=[CH:18][C:17]([O:20][C:21]([F:24])([F:23])[F:22])=[CH:16][CH:15]=2)=[N:4]1)[CH3:2]. Starting materials: FC1=CC=C(C=C1)N1N=NC(=C1COC1=NC=C(C(=O)O)C=C1)C (6-[3-(4-fluoro-phenyl)-5-methyl-3H-[1,2,3]triazol-4-ylmethoxy]-nicotinic acid), C(C)(C)N (isopropylamine). The product is FC1=CC=C(C=C1)N1N=NC(=C1COC1=NC=C(C(=O)NC(C)C)C=C1)C (6-[3-(4-Fluoro-phenyl)-5-methyl-3H-[1,2,3]triazol-4-ylmethoxy]-N-isopropyl-nicotinamide). Yield: 91.0%. Reaction SMILES: [F:1][C:2]1[CH:7]=[CH:6][C:5]([N:8]2[C:12]([CH2:13][O:14][C:15]3[CH:23]=[CH:22][C:18]([C:19]([OH:21])=O)=[CH:17][N:16]=3)=[C:11]([CH3:24])[N:10]=[N:9]2)=[CH:4][CH:3]=1.[CH:25]([NH2:28])([CH3:27])[CH3:26]>>[F:1][C:2]1[CH:3]=[CH:4][C:5]([N:8]2[C:12]([CH2:13][O:14][C:15]3[CH:23]=[CH:22][C:18]([C:19]([NH:28][CH:25]([CH3:27])[CH3:26])=[O:21])=[CH:17][N:16]=3)=[C:11]([CH3:24])[N:10]=[N:9]2)=[CH:6][CH:7]=1. Reported procedure: As described for example 61b, 6-[3-(4-fluoro-phenyl)-5-methyl-3H-[1,2,3]triazol-4-ylmethoxy]-nicotinic acid (83 mg, 0.25 mmol) was converted, using isopropylamine instead of 4-aminotetrahydropyran, to the title compound (85 mg, 91%) which was obtained as a white solid. MS: m/e=370.2 [M+H]+. Starting materials: [Br-], C=C[Mg+], Cl, C1CCOC1, O=Cc1cc(O)ccc1[N+](=O)[O-]. Product: C=CC(O)c1cc(O)ccc1[N+](=O)[O-]. RXN SMILES: [Br-:13].[CH:14](=[CH2:15])[Mg+:16].[ClH:17].[O:18]1[CH2:19][CH2:20][CH2:21][CH2:22]1.[OH:1][c:2]1[cH:3][cH:4][c:5]([N+:10](=[O:11])[O-:12])[c:6]([CH:7]=[O:8])[cH:9]1>>[OH:1][c:2]1[cH:3][cH:4][c:5]([N+:10](=[O:11])[O-:12])[c:6]([CH:7]([OH:8])[CH:14]=[CH2:15])[cH:9]1. The reactants are O1[C-]=NC(C1)=O (oxazolidone), [O-]S(=O)(=O)C(F)(F)F.C(CCC)[B+]CCCC (dibutylboron triflate), COC1=CC=C(COCCC=O)C=C1 (3-(4-Methoxybenzyloxy)propanaldehyde), P(=O)([O-])([O-])[O-] (phosphate), OO (hydrogen peroxide). Solvent: C(Cl)Cl (methylene chloride), C(Cl)Cl (methylene chloride), C(C)N(CC)CC (triethylamine), C(Cl)Cl (methylene chloride). Run at temperature 0 celsius, time 30 minute. Product: O1[C-]=NC(C1)=O.CCOCC (Oxazolidone ether). Reaction SMILES: [O:1]1[CH2:5][C:4](=[O:6])[N:3]=[C-:2]1.[O-]S(C(F)(F)F)(=O)=O.C([B+]CCCC)CCC.COC1C=C[C:29]([CH2:30][O:31][CH2:32][CH2:33]C=O)=CC=1.P([O-])([O-])([O-])=O.OO>C(Cl)Cl.C(N(CC)CC)C>[O:1]1[CH2:5][C:4](=[O:6])[N:3]=[C-:2]1.[CH3:29][CH2:30][O:31][CH2:32][CH3:33] |f:1.2,8.9|. Procedure: To a solution of 3.21 g of the oxazolidone 15 in 40 ml of methylene chloride at -78° C. was added 13.64 ml of a 1M dibutylboron triflate in methylene chloride solution and 2.6 ml of triethylamine. The reaction solution was stirred at 0° C. for 30 minutes, then it was cooled to -78° C. 3-(4-Methoxybenzyloxy)propanaldehyde (2.4 g) in 4 ml of methylene chloride was added and the reaction solution was stirred 30 minutes at -78° C. and then at RT for 1.5 hour. At the end of this time 100 ml of pH7 ph...